Dataset: the Open Reaction Database (ORD), a public repository of structured organic reaction records. Task: describe an organic reaction: reactants, conditions, products, and yield The reactants are CNC (dimethylamine), C(C1=CC=CC=C1)C1(CCC(CC1)=O)CN(C)C (4-benzyl-4-((dimethylamino) methyl)cyclohexanone), [C-]#N.[K+] (potassium cyanide), Cl (hydrochloric acid). Solvent: CO (methanol), O (water). Reaction conditions: time 2 day. The product is C(C1=CC=CC=C1)C1(CCC(CC1)(C#N)N(C)C)CN(C)C (4-benzyl-1-(dimethylamino)-4-((dimethylamino)methyl)cyclohexane carbonitrile). Reaction SMILES: [CH3:1][NH:2][CH3:3].[CH2:4]([C:11]1([CH2:18][N:19]([CH3:21])[CH3:20])[CH2:16][CH2:15][C:14](=O)[CH2:13][CH2:12]1)[C:5]1[CH:10]=[CH:9][CH:8]=[CH:7][CH:6]=1.[C-:22]#[N:23].[K+].Cl>O.CO>[CH2:4]([C:11]1([CH2:18][N:19]([CH3:21])[CH3:20])[CH2:16][CH2:15][C:14]([N:2]([CH3:3])[CH3:1])([C:22]#[N:23])[CH2:13][CH2:12]1)[C:5]1[CH:10]=[CH:9][CH:8]=[CH:7][CH:6]=1 |f:2.3|. Procedure: 40% aqueous dimethylamine solution (2.8 mL, 22.1 mmol), 4-benzyl-4-((dimethylamino) methyl)cyclohexanone (1.13 g, 4.60 mmol) and potassium cyanide (0.70 g, 11.0 mmol) were added to a mixture of 4N hydrochloric acid (3 mL) and methanol (1.05 mL) with ice cooling. The mixture was stirred for 2 d at room temperature and then after adding water (200 mL) was extracted with ether (4×150 mL). After the solution was concentrated, the residue was taken up in dichloromethane (200 mL) and dried overnight w... Starting materials: ClC=1C=C(C=CC1C(C)(C)C#N)C=CC(CC(=O)O)(O)C1CCCC1 (5-[3-Chloro-4-(cyano-dimethyl-methyl)-phenyl]-3-cyclopentyl-3-hydroxy-pent-4-enoic acid), acylimidazole, C(CC(=O)[O-])(=O)[O-] (malonate), magnesium bis-monoethyl malonate, C1=CN(C=N1)C(=O)N2C=CN=C2 (CDI). Reagents/catalysts: CN(C)C=1C=CN=CC1 (4-DMAP). Solvent: C1CCOC1 (THF), C(C)C(C(=O)OC)C(=O)OC(C)(C)C (methyl tert-butyl ethylmalonate). Conditions: temperature 42 celsius, time 2 hour. Yields the product ClC1=C(C=CC(=C1)CCC1(OC(CC(C1)=O)=O)C1CCCC1)C(C#N)(C)C (2-{2-Chloro-4-[2-(2-cyclopentyl-4,6-dioxo-tetrahydro-pyran-2-yl)-ethyl]-phenyl}-2-methyl-propionitrile). RXN SMILES: [Cl:1][C:2]1[CH:3]=[C:4]([CH:13]=[CH:14][C:15]([CH:21]2[CH2:25][CH2:24][CH2:23][CH2:22]2)([OH:20])[CH2:16][C:17](O)=[O:18])[CH:5]=[CH:6][C:7]=1[C:8]([C:11]#[N:12])([CH3:10])[CH3:9].C1N=CN(C(N2C=NC=C2)=O)C=1.C([O-])(=O)[CH2:39][C:40]([O-])=[O:41]>C(C(C(OC(C)(C)C)=O)C(OC)=O)C.CN(C1C=CN=CC=1)C.C1COCC1>[Cl:1][C:2]1[CH:3]=[C:4]([CH2:13][CH2:14][C:15]2([CH:21]3[CH2:25][CH2:24][CH2:23][CH2:22]3)[CH2:16][C:17](=[O:18])[CH2:39][C:40](=[O:41])[O:20]2)[CH:5]=[CH:6][C:7]=1[C:8]([CH3:10])([CH3:9])[C:11]#[N:12]. Procedure: 5-[3-Chloro-4-(cyano-dimethyl-methyl)-phenyl]-3-cyclopentyl-3-hydroxy-pent-4-enoic acid, from step 1 above, was dissolved in methyl tert-butyl ethylmalonate (3 mL). 4-DMAP (0.16 g, 0.13 mmol) and CDI (0.27 g, 1.68 mmol) were added and the reaction mixture was stirred under argon for 2 hours. In a separate flask was placed magnesium-bis-monoethyl malonate (0.74 g, 2.58 mmol) was suspended in THF (3 mL) and the mixture was heated to 42° C. The acylimidazole solution was added via cannula to the ma...